From a dataset of the Open Reaction Database (ORD), a public repository of structured organic reaction records. describe an organic reaction: reactants, conditions, products, and yield Reaction SMILES: N[C@H](C([NH:12][C@H:13]([C:19]([N:21]1[CH2:35][CH2:34][CH2:33][C@H:22]1[C:23]([N:25]1[CH2:32][CH2:31][CH2:30][C@H:26]1[C:27]([OH:29])=[O:28])=[O:24])=[O:20])[CH2:14][CH2:15][CH2:16][CH2:17][NH2:18])=O)CCCNC(=N)N.[NH2:36][C@H:37](C(N[C@H](C(N1CCC[C@H]1C(N1CCC[C@H]1C(O)=O)=O)=O)CCCNC(=N)N)=O)CCCCN>>[NH2:12][C@H:13]([C:19]([NH:21][C@H:22]([C:23]([N:25]1[CH2:32][CH2:31][CH2:30][C@H:26]1[C:27]([OH:29])=[O:28])=[O:24])[CH2:33][CH2:34][CH2:35][CH2:37][NH2:36])=[O:20])[CH2:14][CH2:15][CH2:16][CH2:17][NH2:18]. Reported procedure: Arg-Lys-Pro-Pro; or Lys-Arg-Pro-Pro, The reactants are N[C@@H](CCCNC(N)=N)C(=O)N[C@@H](CCCCN)C(=O)N1[C@H](C(=O)N2[C@H](C(=O)O)CCC2)CCC1 (Arg-Lys-Pro-Pro), N[C@@H](CCCCN)C(=O)N[C@@H](CCCNC(N)=N)C(=O)N1[C@H](C(=O)N2[C@H](C(=O)O)CCC2)CCC1 (Lys-Arg-Pro-Pro). The product is N[C@@H](CCCCN)C(=O)N[C@@H](CCCCN)C(=O)N1[C@H](C(=O)O)CCC1 (Lys-Lys-Pro).